This data is from the Open Reaction Database (ORD), a public repository of structured organic reaction records. The task is: describe an organic reaction: reactants, conditions, products, and yield Starting materials: CC1(OO1)C (dimethyldioxirane), C(C1=CC=CC=C1)NCC1=CC=CC=C1 (N,N-dibenzylamine). The solvent is CC(=O)C (acetone), CC(=O)C (acetone), CC(=O)C (acetone). The product is C(C1=CC=CC=C1)N(O)CC1=CC=CC=C1 (N.N-dibenzylhydroxylamine). The yield is 98.0%. Reaction SMILES: CC1(C)O[O:3]1.[CH2:6]([NH:13][CH2:14][C:15]1[CH:20]=[CH:19][CH:18]=[CH:17][CH:16]=1)[C:7]1[CH:12]=[CH:11][CH:10]=[CH:9][CH:8]=1>CC(C)=O>[CH2:14]([N:13]([CH2:6][C:7]1[CH:12]=[CH:11][CH:10]=[CH:9][CH:8]=1)[OH:3])[C:15]1[CH:20]=[CH:19][CH:18]=[CH:17][CH:16]=1. Procedure details: A solution of 0.051 M dimethyldioxirane in acetone (32.9 ml, 1.67 mmol) was added to a cold stirred solution of N,N-dibenzylamine (Aldrich; 0.331 g, 1.67 mmol) in acetone (5 ml). The mixture was stirred for fifteen minutes in an ice bath. Evaporation of the solvent on the rotary evaporator gave a white crystalline solid. The solid was dissolved in acetone and the solution dried with anhydrous Na2SO4. The solvent was removed to give a chromatographically homogeneous white solid (0.352 g, 98% yiel... Starting materials: C=COCC, O=C(OCCc1ccc([N+](=O)[O-])cc1)Oc1ccc(CO)c(Cl)c1, [Na+], O=C([O-])O. Product: C=COCc1ccc(OC(=O)OCCc2ccc([N+](=O)[O-])cc2)cc1Cl. Reaction SMILES: [CH:30](=[CH2:31])[O:32][CH2:33][CH3:34].[Cl:1][c:2]1[c:3]([CH2:4][OH:5])[cH:6][cH:7][c:8]([O:10][C:11](=[O:12])[O:13][CH2:14][CH2:15][c:16]2[cH:17][cH:18][c:19]([N+:22](=[O:23])[O-:24])[cH:20][cH:21]2)[cH:9]1.[Na+:29].[O-:25][C:26]([OH:27])=[O:28]>>[Cl:1][c:2]1[c:3]([CH2:4][O:5][CH:30]=[CH2:31])[cH:6][cH:7][c:8]([O:10][C:11](=[O:12])[O:13][CH2:14][CH2:15][c:16]2[cH:17][cH:18][c:19]([N+:22](=[O:23])[O-:24])[cH:20][cH:21]2)[cH:9]1. The reactants are BrB(Br)Br, ClCCl, COc1ccc(Nc2ncccc2C(=O)Nc2ccc(F)cc2)cc1F, [Na+], O=C([O-])O, O. Product: O=C(Nc1ccc(F)cc1)c1cccnc1Nc1ccc(O)c(F)c1. As a reaction SMILES: [B:30]([Br:31])([Br:32])[Br:33].[Cl:27][CH2:28][Cl:29].[F:1][c:2]1[cH:3][c:4]([NH:10][c:11]2[c:12]([C:13](=[O:14])[NH:15][c:16]3[cH:17][cH:18][c:19]([F:22])[cH:20][cH:21]3)[cH:23][cH:24][cH:25][n:26]2)[cH:5][cH:6][c:7]1[O:8][CH3:9].[Na+:38].[O-:34][C:35]([OH:36])=[O:37].[OH2:39]>>[F:1][c:2]1[cH:3][c:4]([NH:10][c:11]2[c:12]([C:13](=[O:14])[NH:15][c:16]3[cH:17][cH:18][c:19]([F:22])[cH:20][cH:21]3)[cH:23][cH:24][cH:25][n:26]2)[cH:5][cH:6][c:7]1[OH:8]. Reactants: BrCCOC1=C(C=C(C=C1)C[C@H]([C@H](CC1=CC(=C(C=C1)OC)OC)C)C)OC ((±)-(2R,3S)-1-[4-(2-Bromoethoxy)-3-methoxyphenyl]-4-(3,4-dimethoxyphenyl)-2,3-dimethylbutane), C[O-].[Na+] (sodium methoxide), [N+](=O)([O-])C=1NC=CN1 (2-nitroimidazole). The product is COC=1C=C(C=CC1OC)C[C@@H]([C@@H](CC1=CC(=C(C=C1)OCCN1C(=NC=C1)[N+](=O)[O-])OC)C)C ((±)-(2R,3S)-4-(3,4-Dimethoxyphenyl)-1-[3-methoxy-4-[2-(2-nitro-1H-imidazol-1-yl)ethoxy]phenyl]-2,3-dimethylbutane). Isolated yield 52.7%. As a reaction SMILES: Br[CH2:2][CH2:3][O:4][C:5]1[CH:10]=[CH:9][C:8]([CH2:11][C@@H:12]([CH3:26])[C@@H:13]([CH3:25])[CH2:14][C:15]2[CH:20]=[CH:19][C:18]([O:21][CH3:22])=[C:17]([O:23][CH3:24])[CH:16]=2)=[CH:7][C:6]=1[O:27][CH3:28].C[O-].[Na+].[N+:32]([C:35]1[NH:36][CH:37]=[CH:38][N:39]=1)([O-:34])=[O:33]>>[CH3:24][O:23][C:17]1[CH:16]=[C:15]([CH2:14][C@H:13]([CH3:25])[C@H:12]([CH3:26])[CH2:11][C:8]2[CH:9]=[CH:10][C:5]([O:4][CH2:3][CH2:2][N:36]3[CH:37]=[CH:38][N:39]=[C:35]3[N+:32]([O-:34])=[O:33])=[C:6]([O:27][CH3:28])[CH:7]=2)[CH:20]=[CH:19][C:18]=1[O:21][CH3:22] |f:1.2|. Procedure: The Standard Procedure 2 was followed by use of 9a (38.2 mg, 0.0849 mmol, 1.0 equiv), sodium methoxide (10.1 mg, 0.187 mmol, 2.2 equiv), and 2-nitroimidazole (6b, 19.2 mg, 0.170 mmol, 2.0 equiv). After workup and purification with column chromatography (80% EtOAc in hexanes as eluant), 10b (21.6 mg, 0.0447 mmol) was obtained in 53% yield as a yellow gummy oil: 1H NMR (CDCl3, 400 MHz) δ 0.79 (d, J=6.8 Hz, 3H, CH3), 0.81 (d, J=6.8 Hz, 3H, CH3), 1.72-1.73 (m, 2H, 2×CH), 2.23-2.32 (m, 2H, 2×ArCH), 2... The reactants are [H][H], O=[N+]([O-])c1ccc2c(c1)OC(C(Cl)C(F)(F)F)(C(F)(F)F)O2, C1CCOC1. The product is Nc1ccc2c(c1)OC(C(Cl)C(F)(F)F)(C(F)(F)F)O2. As a reaction SMILES: [H:28][H:29].[N+:1]([O-:2])(=[O:3])[c:4]1[cH:5][c:6]2[c:7]([cH:21][cH:22]1)[O:8][C:9]([C:11]([F:12])([F:13])[F:14])([CH:15]([C:16]([F:17])([F:18])[F:19])[Cl:20])[O:10]2.[O:23]1[CH2:24][CH2:25][CH2:26][CH2:27]1>>[NH2:1][c:4]1[cH:5][c:6]2[c:7]([cH:21][cH:22]1)[O:8][C:9]([C:11]([F:12])([F:13])[F:14])([CH:15]([C:16]([F:17])([F:18])[F:19])[Cl:20])[O:10]2. Reactants: C(=O)(OC(C)(C)C)N[C@H]([C@H](C[C@H](C(=O)O)CC1=CC=C(C=C1)C1=CC=CC=C1)O)CC1=CC=C(C=C1)OCC1=CC=CC=C1 (5(S)-(Boc-amino)-4(S)-hydroxy-6-(p-benzyloxyphenyl)-2(R)-[(4-biphenylyl)methyl]hexanoic acid), C(C)(C)(C)[Si](Cl)(C)C (tert-butyldimethylchlorosilane), N1C=NC=C1 (imidazole). The solvent is CN(C)C=O (DMF). Reaction conditions: time 1 hour. Yields the product C(=O)(OC(C)(C)C)N[C@H]([C@H](C[C@H](C(=O)O)CC1=CC=C(C=C1)C1=CC=CC=C1)O[Si](C)(C)C(C)(C)C)CC1=CC=C(C=C1)OCC1=CC=CC=C1 (5(S)-(Boc-Amino)-4(S)-(tert-butyldimethylsilyloxy)-6-(p-benzyloxyphenyl)-2(R)-[(4-biphenylyl)methyl]hexanoic acid). As a reaction SMILES: [C:1]([NH:8][C@@H:9]([CH2:30][C:31]1[CH:36]=[CH:35][C:34]([O:37][CH2:38][C:39]2[CH:44]=[CH:43][CH:42]=[CH:41][CH:40]=2)=[CH:33][CH:32]=1)[C@@H:10]([OH:29])[CH2:11][C@@H:12]([CH2:16][C:17]1[CH:22]=[CH:21][C:20]([C:23]2[CH:28]=[CH:27][CH:26]=[CH:25][CH:24]=2)=[CH:19][CH:18]=1)[C:13]([OH:15])=[O:14])([O:3][C:4]([CH3:7])([CH3:6])[CH3:5])=[O:2].[C:45]([Si:49]([CH3:52])([CH3:51])Cl)([CH3:48])([CH3:47])[CH3:46].N1C=CN=C1>CN(C=O)C>[C:1]([NH:8][C@@H:9]([CH2:30][C:31]1[CH:32]=[CH:33][C:34]([O:37][CH2:38][C:39]2[CH:44]=[CH:43][CH:42]=[CH:41][CH:40]=2)=[CH:35][CH:36]=1)[C@@H:10]([O:29][Si:49]([C:45]([CH3:48])([CH3:47])[CH3:46])([CH3:52])[CH3:51])[CH2:11][C@@H:12]([CH2:16][C:17]1[CH:22]=[CH:21][C:20]([C:23]2[CH:28]=[CH:27][CH:26]=[CH:25][CH:24]=2)=[CH:19][CH:18]=1)[C:13]([OH:15])=[O:14])([O:3][C:4]([CH3:6])([CH3:7])[CH3:5])=[O:2]. Reported procedure: 3.19 g (5.4 mmol) of 5(S)-(Boc-amino)-4(S)-hydroxy-6-(p-benzyloxyphenyl)-2(R)-[(4-biphenylyl)methyl]hexanoic acid in 55 ml of DMF are silylated, at RT for 20 h and under a protective gas, with 3.71 g (24.6 mmol) of tert-butyldimethylchlorosilane and 3.0 g (44 mmol) of imidazole. The reaction mixture is evaporated and the residue is taken up in ethyl acetate; this solution is then washed with sat. NaHCO3 solution, water and saline. The aqueous phases are extracted 2× with ethyl acetate and the or... The product is O=[N+]([O-])c1ccc2nn(CCN3CCCC3)cc2c1. Reaction SMILES: [CH3:28][C:29]#[N:30].[Cl:2][CH2:3][CH2:4][N:5]1[CH2:6][CH2:7][CH2:8][CH2:9]1.[ClH:1].[K+:10].[K+:11].[N+:16](=[O:17])([O-:18])[c:19]1[cH:20][c:21]2[cH:22][n:23][nH:24][c:25]2[cH:26][cH:27]1.[O-:12][C:13]([O-:14])=[O:15]>>[CH2:3]([CH2:4][N:5]1[CH2:6][CH2:7][CH2:8][CH2:9]1)[n:23]1[cH:22][c:21]2[cH:20][c:19]([N+:16](=[O:17])[O-:18])[cH:27][cH:26][c:25]2[n:24]1. Starting materials: CC#N, ClCCN1CCCC1, Cl, [K+], [K+], O=[N+]([O-])c1ccc2[nH]ncc2c1, O=C([O-])[O-].